Dataset: the Open Reaction Database (ORD), a public repository of structured organic reaction records. Task: describe an organic reaction: reactants, conditions, products, and yield The reactants are SC1=C(C=CC=C1)O (2-mercaptophenol), C(C)(C)I (isopropyl iodide), 1p. Yields the product C(C)(C)SC1=C(C=CC=C1)O (2-(isopropylthio)phenol). The yield is 51.0%. Reaction SMILES: [SH:1][C:2]1[CH:7]=[CH:6][CH:5]=[CH:4][C:3]=1[OH:8].[CH:9](I)([CH3:11])[CH3:10]>>[CH:9]([S:1][C:2]1[CH:7]=[CH:6][CH:5]=[CH:4][C:3]=1[OH:8])([CH3:11])[CH3:10]. Procedure details: This compound was prepared in 51% yield from 2-mercaptophenol and isopropyl iodide according to the procedure for 1p in Example VIII. Colorless Oil; 1H NMR (CDCl3): δ 1.25 (d, J=6.85 Hz, 6H), 3.09 (s-7, J=6.66 Hz, 1H), 6.85 (s, 1H), 6.87 (dd, J=1.10 Hz, J=7.45 Hz, 1H), 6.99 (dd, J=1.10 Hz, J=7.95 Hz, 1H), 7.27 (dd, J=1.65 Hz, J=7.95 Hz, 1H), 7.44 (dd, J=1.65 Hz, J=7.70 Hz, 1H);); 13C NMR (CDCl3): δ 23.36, 40.66, 114.71, 118.02, 120.61, 131.44, 137.00, 157.56; HRMS (FAB): 169.06872 calcd for C9H1... Starting materials: N1=CC=CC=C1 (pyridine), OCC=1CS[C@H]2N(C1C(=O)OC(C1=CC=CC=C1)C1=CC=CC=C1)C([C@H]2NC(CC2=CC=CC=C2)=O)=O (benzhydryl 3-hydroxymethyl-7β-phenylacetamido-3-cephem-4-carboxylate), CN(C=O)C (dimethylformamide), S(=O)(Cl)Cl (thionyl chloride). The solvent is O1CCCC1 (tetrahydrofuran). Conditions: time 10 minute. Yields the product ClCC=1CS[C@H]2N(C1C(=O)OC(C1=CC=CC=C1)C1=CC=CC=C1)C([C@@H]2NC(CC2=CC=CC=C2)=O)=O (Benzhydryl 3-chloromethyl-7α-phenylacetamido-3-cephem-4-carboxylate). RXN SMILES: N1C=CC=CC=1.CN(C)C=O.S(Cl)([Cl:14])=O.O[CH2:17][C:18]1[CH2:19][S:20][C@@H:21]2[C@H:41]([NH:42][C:43](=[O:51])[CH2:44][C:45]3[CH:50]=[CH:49][CH:48]=[CH:47][CH:46]=3)[C:40](=[O:52])[N:22]2[C:23]=1[C:24]([O:26][CH:27]([C:34]1[CH:39]=[CH:38][CH:37]=[CH:36][CH:35]=1)[C:28]1[CH:33]=[CH:32][CH:31]=[CH:30][CH:29]=1)=[O:25]>O1CCCC1>[Cl:14][CH2:17][C:18]1[CH2:19][S:20][C@@H:21]2[C@@H:41]([NH:42][C:43](=[O:51])[CH2:44][C:45]3[CH:50]=[CH:49][CH:48]=[CH:47][CH:46]=3)[C:40](=[O:52])[N:22]2[C:23]=1[C:24]([O:26][CH:27]([C:34]1[CH:39]=[CH:38][CH:37]=[CH:36][CH:35]=1)[C:28]1[CH:33]=[CH:32][CH:31]=[CH:30][CH:29]=1)=[O:25]. Procedure: 24 ml (0.3 mole) of pyridine, 400 ul of dimethylformamide and 21.6 ml (0.3 mole) of thionyl chloride are added to a solution of 103 g (0.2 mole) of benzhydryl 3-hydroxymethyl-7β-phenylacetamido-3-cephem-4-carboxylate (prepared, for example, in accordance with Helv. Chim. Acta 57, 2044 (1974)) in 3.5 l of absolute tetrahydrofuran, while cooling with ice. After 10 minutes, the mixture is concentrated on a rotary evaporator, the residue is taken up in 2 l of ethyl acetate and the mixture is extract...